This data is from the Open Reaction Database (ORD), a public repository of structured organic reaction records. The task is: describe an organic reaction: reactants, conditions, products, and yield Reactants: ClC(C(=O)OCC)CC1=C(C=NN1C1=C(C(=C(C=C1)Cl)Cl)Cl)C#N (ethyl 2-chloro-3-[4-cyano-1-(2,3,4-trichlorophenyl)-1H-pyrazol-5-yl]propionate), [H-].[Na+] (sodium hydride). Run in CN(C=O)C (N,N-dimethylformamide). Run at temperature 60 celsius, time 1.75 hour. Product: C(#N)C=1C=NN(C1C=CC(=O)OCC)C1=C(C(=C(C=C1)Cl)Cl)Cl (ethyl 3-[4-cyano-1-(2,3,4-trichlorophenyl)-1H-pyrazol-5-yl]acrylate). Yield: 54.0%. RXN SMILES: Cl[CH:2]([CH2:8][C:9]1[N:13]([C:14]2[CH:19]=[CH:18][C:17]([Cl:20])=[C:16]([Cl:21])[C:15]=2[Cl:22])[N:12]=[CH:11][C:10]=1[C:23]#[N:24])[C:3]([O:5][CH2:6][CH3:7])=[O:4].[H-].[Na+]>CN(C)C=O>[C:23]([C:10]1[CH:11]=[N:12][N:13]([C:14]2[CH:19]=[CH:18][C:17]([Cl:20])=[C:16]([Cl:21])[C:15]=2[Cl:22])[C:9]=1[CH:8]=[CH:2][C:3]([O:5][CH2:6][CH3:7])=[O:4])#[N:24] |f:1.2|. Procedure: To a stirred, slightly warmed solution of 1.4 grams (0.003 mole) of ethyl 2-chloro-3-[4-cyano-1-(2,3,4-trichlorophenyl)-1H-pyrazol-5-yl]propionate in 25 mL of N,N-dimethylformamide was added in one portion 0.1 gram (0.004 mole) of sodium hydride. Upon completion of the addition the reaction mixture was warmed to about 60° C., where it was stirred for 1.75 hours. The reaction mixture was then allowed to cool to ambient temperature, where it was stirred for about 18 hours. The reaction mixture was... Reactants: ClC1=C(CC(C(=O)OCC)C(=O)OCC)C=CC=C1 (diethyl o-chlorobenzylmalonate), C(=N)N (formamidine). Yields the product ClC1=C(CC=2C(NC=NC2O)=O)C=CC=C1 (5-(o-chlorobenzyl)-6-hydroxy-4(3H)-pyrimidinone). RXN SMILES: [Cl:1][C:2]1[CH:19]=[CH:18][CH:17]=[CH:16][C:3]=1[CH2:4][CH:5]([C:11](OCC)=[O:12])[C:6](OCC)=[O:7].[CH:20]([NH2:22])=[NH:21]>>[Cl:1][C:2]1[CH:19]=[CH:18][CH:17]=[CH:16][C:3]=1[CH2:4][C:5]1[C:11](=[O:12])[NH:22][CH:20]=[N:21][C:6]=1[OH:7]. Procedure: Condensation of diethyl o-chlorobenzylmalonate with formamidine yielded 5-(o-chlorobenzyl)-6-hydroxy-4(3H)-pyrimidinone which, by reaction with phosphorus oxychloride, yielded 4,6-chloro-5-(o-chlorobenzyl)pyrimidine, melting point 110°-112° C. Reactants: C(=O)(O)[O-].[Na+] (NaHCO3), N1(C=NC=C1)C[C@@H](OC=1C(=C2CCCC(C2=CC1)=O)[N+](=O)[O-])C=1C=NC=CC1 (6-((S)-2-Imidazol-1-yl-1-pyridin-3-yl-ethoxy)-5-nitro-3,4-dihydro-2H-naphthalen-1-one), CO (MeOH), C(C)(=O)O (acetic acid). Reagents/catalysts: [Fe] (iron). Run in CCOC(=O)C (EtOAc), O (H2O). Conditions: time 4 hour. Product: NC1=C2CCCC(C2=CC=C1O[C@H](CN1C=NC=C1)C=1C=NC=CC1)=O (5-Amino-6-((S)-2-imidazol-1-yl-1-pyridin-3-yl-ethoxy)-3,4-dihydro-2H-naphthalen-1-one). The yield is 46.6%. As a reaction SMILES: [N:1]1([CH2:6][C@H:7]([C:23]2[CH:24]=[N:25][CH:26]=[CH:27][CH:28]=2)[O:8][C:9]2[C:10]([N+:20]([O-])=O)=[C:11]3[C:16](=[CH:17][CH:18]=2)[C:15](=[O:19])[CH2:14][CH2:13][CH2:12]3)[CH:5]=[CH:4][N:3]=[CH:2]1.CO.C(O)(=O)C.C([O-])(O)=O.[Na+]>[Fe].CCOC(C)=O.O>[NH2:20][C:10]1[C:9]([O:8][C@@H:7]([C:23]2[CH:24]=[N:25][CH:26]=[CH:27][CH:28]=2)[CH2:6][N:1]2[CH:5]=[CH:4][N:3]=[CH:2]2)=[CH:18][CH:17]=[C:16]2[C:11]=1[CH2:12][CH2:13][CH2:14][C:15]2=[O:19] |f:3.4|. Reported procedure: A mixture of 6-((S)-2-Imidazol-1-yl-1-pyridin-3-yl-ethoxy)-5-nitro-3,4-dihydro-2H-naphthalen-1-one (1.60 g, 4.23 mmol), MeOH (85 mL), H2O (19 mL) and glacial acetic acid (2.4 mL, 42 mmol) was treated at reflux with iron powder (2.34 g, 42 mmol). The reaction was monitored by mass spectrometry and was complete in 4 h. The volume of solvent was reduced under reduced pressure. EtOAc and dilute aqueous NaHCO3 were added. A brownish-green emulsion formed which was filtered through Celite. The mixture... Reactants: Cl, CCOC(=O)C=CC(F)(F)F, [K+], [K+], O=C([O-])[O-], CN(C)C=O, O=Cc1ccc(O)cc1O. Product: CCOC(=O)C1=Cc2ccc(O)cc2OC1C(F)(F)F. Reaction SMILES: [ClH:33].[F:11][C:12]([CH:13]=[CH:14][C:15](=[O:16])[O:17][CH2:18][CH3:19])([F:20])[F:21].[K+:22].[K+:23].[O-:24][C:25]([O-:26])=[O:27].[O:28]=[CH:29][N:30]([CH3:31])[CH3:32].[OH:1][c:2]1[c:3]([CH:4]=[O:5])[cH:6][cH:7][c:8]([OH:10])[cH:9]1>>[O:1]1[c:2]2[c:3]([cH:6][cH:7][c:8]([OH:10])[cH:9]2)[CH:4]=[C:14]([C:15](=[O:16])[O:17][CH2:18][CH3:19])[CH:13]1[C:12]([F:11])([F:20])[F:21]. Reactants: C(C)(C)(C)OC(=O)N[C@@H]1CC[C@H](CC1)OC1=C2C=CN=CC2=CC=C1 (trans-N-(tert-butoxycarbonyl)-4-[(5-isoquinolyl)oxy]cyclohexylamine), Cl.CO (hydrogen chloride methanol). Product: Cl.C1=NC=CC2=C(C=CC=C12)O[C@@H]1CC[C@H](CC1)N (trans-4-(5-isoquinolyloxy)cyclohexylamine hydrochloride). As a reaction SMILES: C(OC([NH:8][C@H:9]1[CH2:14][CH2:13][C@H:12]([O:15][C:16]2[CH:25]=[CH:24][CH:23]=[C:22]3[C:17]=2[CH:18]=[CH:19][N:20]=[CH:21]3)[CH2:11][CH2:10]1)=O)(C)(C)C.[ClH:26].CO>>[ClH:26].[CH:21]1[C:22]2[C:17](=[C:16]([O:15][C@H:12]3[CH2:11][CH2:10][C@H:9]([NH2:8])[CH2:14][CH2:13]3)[CH:25]=[CH:24][CH:23]=2)[CH:18]=[CH:19][N:20]=1 |f:1.2,3.4|. Procedure details: According to the method of Example 1, Step C, deprotection was performed (room temperature, 2 hours) by using Intermediate 123 (59.6 mg) and 10% hydrogen chloride/methanol solution (2 ml). The solvent was evaporated under reduced pressure, and the residue was added with methanol (0.5 ml) and diethyl ether (1.5 ml). The deposited precipitates were collected by filtration and washed with diethyl ether to obtain the title compound (52.8 mg). The reactants are C(CCC)[Li] (n-butyllithium), CN1CCC(CC1)C=O (1-methylpiperidine-4-carboxaldehyde), [Cl-].C1(=CC=CC2=CC=CC=C12)C[P+](C1=CC=CC=C1)(C1=CC=CC=C1)C1=CC=CC=C1 (1-naphthylmethyltriphenylphosphonium chloride), solution. Run in CCOCC (ether), CCOCC (ether), hexanes. Conditions: time 2 hour. Product: CN1CCC(CC1)C=CC1=CC=CC2=CC=CC=C12 (1-methyl-4-(1-naphthylvinyl)piperidine). Reaction SMILES: [Cl-].[C:2]1([CH2:12][P+](C2C=CC=CC=2)(C2C=CC=CC=2)C2C=CC=CC=2)[C:11]2[C:6](=[CH:7][CH:8]=[CH:9][CH:10]=2)[CH:5]=[CH:4][CH:3]=1.C([Li])CCC.[CH3:37][N:38]1[CH2:43][CH2:42][CH:41]([CH:44]=O)[CH2:40][CH2:39]1>CCOCC>[CH3:37][N:38]1[CH2:43][CH2:42][CH:41]([CH:44]=[CH:12][C:2]2[C:11]3[C:6](=[CH:7][CH:8]=[CH:9][CH:10]=3)[CH:5]=[CH:4][CH:3]=2)[CH2:40][CH2:39]1 |f:0.1|. Reported procedure: Next, a 250 mL three-necked round bottomed flask was fitted with a reflux condenser, an addition funnel and a gas inlet tube. A gentle flow of nitrogen was maintained throughout the reaction. To a stirred suspension of 1-naphthylmethyltriphenylphosphonium chloride (4.39 g, 0.01 mole) in 125 mL of anhydrous ether was added, dropwise through a syringe at 0°, an ethereal solution of n-butyllithium (3.85 mL of a 2.6M solution in hexanes). After the addition, the solution was stirred at room temperat... The reactants are FC=1C=NC(NC1)=O (5-Fluoropyrimid-2-one), [OH-].[K+] (potassium hydroxide), [OH-].[K+] (potassium hydroxide), C(CO)Br (ethylene bromohydrin), C(CO)Br (ethylene bromohydrin), N1=CN=CC=C1 (pyrimidine). Run in C(C)O (ethanol). Product: OCCN1C(N=CC(=C1)F)=O (1-(2-Hydroxyethyl)-5-fluoropyrimid-2-one). The yield is 50.0%. As a reaction SMILES: [F:1][C:2]1[CH:3]=[N:4][C:5](=[O:8])[NH:6][CH:7]=1.[OH-].[K+].[CH2:11](Br)[CH2:12][OH:13].N1C=CC=NC=1>C(O)C>[OH:13][CH2:12][CH2:11][N:4]1[CH:3]=[C:2]([F:1])[CH:7]=[N:6][C:5]1=[O:8] |f:1.2|. Reported procedure: 5-Fluoropyrimid-2-one (0.008 mol) was dissolved in a solution of potassium hydroxide (0.008 mol) in absolute ethanol (100 ml) at 80° C. and ethylene bromohydrin (0.008 mol) added gradually with stirring. The alkylation was incomplete when the pH had become neutral. The reaction was further monitored by chromatography and equivalent amounts of potassium hydroxide and ethylene bromohydrin added until all the pyrimidine had been alkylated. The reaction mixture was then filtered and the filtrate eva...